Dataset: the Open Reaction Database (ORD), a public repository of structured organic reaction records. Task: describe an organic reaction: reactants, conditions, products, and yield Procedure details: To a solution (500 mL) of 1-[5-(benzyloxy)-2-hydroxyphenyl]ethanone (29.5 g) synthesized in the above-mentioned (1) in N,N-dimethylformamide were added potassium carbonate (41.4 g) and 2-bromo-1-cyclohexylethanone (25.0 g) synthesized in Example A51(1) at room temperature, and the mixture was stirred at 60° C. for 15 hr. The reaction mixture was allowed to cool to room temperature, filtered through celite. Water was added to the filtrate, and the mixture was extracted with diethyl ether. The ext... The reactants are C(C1=CC=CC=C1)OC=1C=CC(=C(C1)C(C)=O)O (1-[5-(benzyloxy)-2-hydroxyphenyl]ethanone), C(C1=CC=CC=C1)OC=1C=CC(=C(C1)C(C)=O)O (1-[5-(benzyloxy)-2-hydroxyphenyl]ethanone), C([O-])([O-])=O.[K+].[K+] (potassium carbonate), BrCC(=O)C1CCCCC1 (2-bromo-1-cyclohexylethanone). The solvent is CN(C=O)C (N,N-dimethylformamide). The yield is 42.4%. Product: C(C1=CC=CC=C1)OC=1C=CC2=C(C(=C(O2)C(=O)C2CCCCC2)C)C1 ([5-(benzyloxy)-3-methyl-1-benzofuran-2-yl](cyclohexyl)methanone). Run at temperature 60 celsius, time 15 hour. RXN SMILES: [CH2:1]([O:8][C:9]1[CH:10]=[CH:11][C:12]([OH:18])=[C:13]([C:15](=O)[CH3:16])[CH:14]=1)[C:2]1[CH:7]=[CH:6][CH:5]=[CH:4][CH:3]=1.C(=O)([O-])[O-].[K+].[K+].Br[CH2:26][C:27]([CH:29]1[CH2:34][CH2:33][CH2:32][CH2:31][CH2:30]1)=[O:28]>CN(C)C=O>[CH2:1]([O:8][C:9]1[CH:10]=[CH:11][C:12]2[O:18][C:26]([C:27]([CH:29]3[CH2:34][CH2:33][CH2:32][CH2:31][CH2:30]3)=[O:28])=[C:15]([CH3:16])[C:13]=2[CH:14]=1)[C:2]1[CH:7]=[CH:6][CH:5]=[CH:4][CH:3]=1 |f:1.2.3|. Reactants: paratoluenesulfonic acid, ClC1=CC=C(C=C1)\C(=C(/C(=O)OCC)\CCO)\C1=CC=C(C=C1)S(=O)(=O)C (ethyl (Z)-3-(4-chlorophenyl)-3-(4-methanesulfonylphenyl)-2-(2-hydroxyethyl)-2-propenoate). The solvent is C1(=CC=CC=C1)C (toluene). Yields the product ClC1=CC=C(C=C1)\C(\C1=CC=C(C=C1)S(=O)(=O)C)=C\1/C(OCC1)=O ((Z)-3-[1-(4-chlorophenyl)-1-(4-methanesulfonylphenyl) methylidene)dihydro-furan-2-one). RXN SMILES: [Cl:1][C:2]1[CH:7]=[CH:6][C:5](/[C:8](/[C:18]2[CH:23]=[CH:22][C:21]([S:24]([CH3:27])(=[O:26])=[O:25])=[CH:20][CH:19]=2)=[C:9](/[CH2:15]CO)\[C:10]([O:12][CH2:13]C)=[O:11])=[CH:4][CH:3]=1>C1(C)C=CC=CC=1>[Cl:1][C:2]1[CH:3]=[CH:4][C:5](/[C:8](=[C:9]2\[C:10](=[O:11])[O:12][CH2:13][CH2:15]\2)/[C:18]2[CH:19]=[CH:20][C:21]([S:24]([CH3:27])(=[O:26])=[O:25])=[CH:22][CH:23]=2)=[CH:6][CH:7]=1. Reported procedure: The moist product from Example 64 is heated under reflux in 1.5 1 of toluene in the presence of 1 g of paratoluenesulfonic acid. The water and ethanol are removed with the aid of a Dean Stark apparatus and then about 11 of toluene is evaporated off. After returning to room temperature, the crystals formed are filtered off and washed with a minimal amount of butan-2-one, then dried to give 261.5 g of (Z)-3-[1-(4-chlorophenyl)-1-(4-methanesulfonylphenyl) methylidene)dihydro-furan-2-one in the form... As a reaction SMILES: [Cl:1][c:2]1[cH:3][cH:4][c:5]2[c:6]([c:7]([CH3:12])[c:8]([CH2:10][OH:11])[o:9]2)[c:13]1[O:14][CH3:15].[Cl:26][CH2:27][Cl:28].[P:16]([Br:17])([Br:18])[Br:19].[cH:20]1[cH:21][cH:22][n:23][cH:24][cH:25]1>>[Cl:1][c:2]1[cH:3][cH:4][c:5]2[c:6]([c:7]([CH3:12])[c:8]([CH2:10][Br:17])[o:9]2)[c:13]1[O:14][CH3:15]. Product: COc1c(Cl)ccc2oc(CBr)c(C)c12. The reactants are COc1c(Cl)ccc2oc(CO)c(C)c12, ClCCl, BrP(Br)Br, c1ccncc1. The yield is 27.0%. Reported procedure: A suspension of 0.05 g of sodium hydride dispersion in 10 ml of tetrahydrofuran was treated with 0.23 g of 6-isopropyl-5-fluoroindole at 0° and stirred at this temperature for 1 hour. After the addition of 0.18 ml of (R)-methyloxirane the reaction mixture was stirred at room temperature for 70 hours and subsequently treated with water. The mixture was diluted with ether, washed with water and with saturated sodium chloride solution and the organic phase was dried over sodium sulfate. After remov... Run in O1CCCC1 (tetrahydrofuran), CCOCC (ether). RXN SMILES: [H-].[Na+].[CH:3]([C:6]1[CH:14]=[C:13]2[C:9]([CH:10]=[CH:11][NH:12]2)=[CH:8][C:7]=1[F:15])([CH3:5])[CH3:4].[CH3:16][C@@H:17]1[CH2:19][O:18]1.O>O1CCCC1.CCOCC>[CH:3]([C:6]1[CH:14]=[C:13]2[C:9]([CH:10]=[CH:11][N:12]2[CH2:16][C@H:17]([OH:18])[CH3:19])=[CH:8][C:7]=1[F:15])([CH3:5])[CH3:4] |f:0.1|. Run at time 1 hour. Starting materials: C(C)(C)C1=C(C=C2C=CNC2=C1)F (6-isopropyl-5-fluoroindole), O (water), [H-].[Na+] (sodium hydride), C[C@H]1OC1 ((R)-methyloxirane). Yields the product C(C)(C)C1=C(C=C2C=CN(C2=C1)C[C@@H](C)O)F ((R)-1-(6-isopropyl-5-fluoro-indol-1-yl)-propan-2-ol). Reactants: Fc1ccc(Br)cn1, O=C([O-])[O-], Cc1ccccc1, CCO, OB(O)c1ccc(OC(F)(F)F)cc1, [Na+], [Na+], [Na+], O=C([O-])O. Product: Fc1ccc(-c2ccc(OC(F)(F)F)cc2)cn1. As a reaction SMILES: [Br:21][c:22]1[cH:23][cH:24][c:25]([F:28])[n:26][cH:27]1.[C:15](=[O:16])([O-:17])[O-:18].[CH3:29][c:30]1[cH:31][cH:32][cH:33][cH:34][cH:35]1.[CH3:36][CH2:37][OH:38].[F:1][C:2]([O:3][c:4]1[cH:5][cH:6][c:7]([B:10]([OH:11])[OH:12])[cH:8][cH:9]1)([F:13])[F:14].[Na+:19].[Na+:20].[Na+:43].[O-:39][C:40]([OH:41])=[O:42]>>[F:1][C:2]([O:3][c:4]1[cH:5][cH:6][c:7](-[c:22]2[cH:23][cH:24][c:25]([F:28])[n:26][cH:27]2)[cH:8][cH:9]1)([F:13])[F:14]. Reactants: NC1=C(C=CC=C1C(F)(F)F)C(=O)C1=CC=CC=C1 ([2-amino-3-(trifluoromethyl)phenyl](phenyl)methanone), FC1=C(C=CC=C1C(F)(F)F)C(=O)C1=CC=CC=C1 ((2-Fluoro-3-trifluoromethyl-phenyl)-phenyl-methanone). Product: CC1=NC2=C(C=CC=C2C(=C1C(=O)C1=CC=CC=C1)C1=CC=CC=C1)C(F)(F)F ([2-METHYL-4-PHENYL-8-(TRIFLUOROMETHYL)QUINOLIN-3-YL](PHENYL)METHANONE). As a reaction SMILES: [NH2:1][C:2]1[C:7]([C:8]([F:11])([F:10])[F:9])=[CH:6][CH:5]=[CH:4][C:3]=1[C:12]([C:14]1[CH:19]=[CH:18][CH:17]=[CH:16][CH:15]=1)=O.F[C:21]1[C:26](C(F)(F)F)=[CH:25][CH:24]=[CH:23][C:22]=1[C:31]([C:33]1C=CC=[CH:35][CH:34]=1)=[O:32]>>[CH3:35][C:34]1[C:33]([C:31]([C:22]2[CH:23]=[CH:24][CH:25]=[CH:26][CH:21]=2)=[O:32])=[C:12]([C:14]2[CH:19]=[CH:18][CH:17]=[CH:16][CH:15]=2)[C:3]2[C:2](=[C:7]([C:8]([F:11])([F:10])[F:9])[CH:6]=[CH:5][CH:4]=2)[N:1]=1. Procedure details: [2-amino-3-(trifluoromethyl)phenyl](phenyl)methanone: The title compound was prepared from (2-Fluoro-3-trifluoromethyl-phenyl)-phenyl-methanone following the procedure of Example 457, Step 3: MS (ESI) m/z 266; HRMS: calcd for C14H10F3NO+H+, 266.07872; found (ESI, [M+H]+), 266.0771 Starting materials: ClC1=CC=C(C=C1)S(=O)(=O)C1C(NC2=CC=CC(=C12)[N+](=O)[O-])(CC(=O)O)C (3-[(4-chlorophenyl)sulfonyl]-2-methyl-4-nitro-1H-indole-acetic acid), ClC=1C(=C2C(=C(N(C2=CC1)CC(=O)OC)C)S(=O)(=O)C1=CC=C(C=C1)Cl)C#N (5-chloro-3-[(4-chlorophenyl)sulfonyl]-4-cyano-2-methyl-1H-indole-1-acetic acid, methyl ester), C(C)(=O)O (acetic acid). The reagents and catalysts are [Pt] (Pt/C). Yields the product NC1=C2C(=C(N(C2=CC=C1)CC(=O)OCC)C)S(=O)(=O)C1=CC=C(C=C1)Cl (4-amino-3-[(4-chlorophenyl)sulfonyl]-2-methyl-1H-indole-1-acetic acid, ethyl ester). RXN SMILES: [Cl:1][C:2]1[CH:7]=[CH:6][C:5]([S:8]([CH:11]2[C:19]3[C:14](=[CH:15][CH:16]=[CH:17][C:18]=3[N+:20]([O-])=O)[NH:13][C:12]2([CH3:27])CC(O)=O)(=[O:10])=[O:9])=[CH:4][CH:3]=1.ClC1C(C#N)=C2C(=CC=1)N([CH2:38][C:39]([O:41][CH3:42])=[O:40])C(C)=C2S(C1C=CC(Cl)=CC=1)(=O)=O.[C:56](O)(=O)C>[Pt]>[NH2:20][C:18]1[CH:17]=[CH:16][CH:15]=[C:14]2[C:19]=1[C:11]([S:8]([C:5]1[CH:4]=[CH:3][C:2]([Cl:1])=[CH:7][CH:6]=1)(=[O:10])=[O:9])=[C:12]([CH3:27])[N:13]2[CH2:38][C:39]([O:41][CH2:42][CH3:56])=[O:40]. Reported procedure: A suspension of the product from example 20 part (c) (1 g) in glacial acetic acid (50 ml) was stirred in the presence of 5% Pt/C (0.5 g) under 3 bar pressure of H2 for 24 hours. The catalyst was removed by filtration and the filtrates concentrated in vacuo. Purification by flash column chromatography (20% EtOAc/hexane as eluent) gave the subtitle compound (0.45 g).